Dataset: the Open Reaction Database (ORD), a public repository of structured organic reaction records. Task: describe an organic reaction: reactants, conditions, products, and yield Starting materials: [N+](=O)([O-])C=1C=C(C=CC1)N1CCNCC1.CC(CN1CCN(CC1)C1=CC(=CC=C1)[N+](=O)[O-])(C)O (2-Methyl-1-[4-(3-nitro-phenyl)-piperazin-1-yl]-propan-2-ol 1-(3-Nitro-phenyl)-piperazine), Cl (hydrochloride), C(Cl)Cl.CO (DCM MeOH), O1CC1(C)C (1,2-epoxy-2-methylpropane). Solvent: CO (Methanol). Reaction conditions: time 8 hour. Yields the product CC(CN1CCN(CC1)C1=CC(=CC=C1)[N+](=O)[O-])(C)O (2-Methyl-1-[4-(3-nitro-phenyl)-piperazin-1-yl]-propan-2-ol). RXN SMILES: [N+](C1C=C(N2CCNCC2)C=CC=1)([O-])=O.[CH3:16][C:17]([OH:35])([CH3:34])[CH2:18][N:19]1[CH2:24][CH2:23][N:22]([C:25]2[CH:30]=[CH:29][CH:28]=[C:27]([N+:31]([O-:33])=[O:32])[CH:26]=2)[CH2:21][CH2:20]1.Cl.O1C(C)(C)C1.C(Cl)Cl.CO>CO>[CH3:34][C:17]([OH:35])([CH3:16])[CH2:18][N:19]1[CH2:20][CH2:21][N:22]([C:25]2[CH:30]=[CH:29][CH:28]=[C:27]([N+:31]([O-:33])=[O:32])[CH:26]=2)[CH2:23][CH2:24]1 |f:0.1,4.5|. Procedure: 2-Methyl-1-[4-(3-nitro-phenyl)-piperazin-1-yl]-propan-2-ol 1-(3-Nitro-phenyl)-piperazine; hydrochloride (2.0 g, 0.0082 mol) was dissolved in Methanol (42.5 mL) and the reaction mixture was placed in a sealed tube. 1,2-epoxy-2-methylpropane (0.888 g, 0.0123 mol) was then added at room temperature and the reaction was allowed to stir overnight. The mixture was then reduced en vacuo and the product was isolated by Isco flash column chromatography (DCM/MeOH) to afford 1.60 grams of 2-Methyl-1-[4-(3-... Reactants: ClC1=NC=CC=C1[N+](=O)[O-] (2-chloro-3-nitropyridine), [H][H] (hydrogen), [H][H] (hydrogen). The reagents and catalysts are [Pt] (platinum/charcoal). The solvent is CN1CCOCC1 (N-methylmorpholine). Reaction conditions: time 1.5 hour. Yields the product ONC=1C(=NC=CC1)Cl (3-Hydroxylamino-2-chloropyridine). The yield is 95.6%. Reaction SMILES: [Cl:1][C:2]1[C:7]([N+:8]([O-])=[O:9])=[CH:6][CH:5]=[CH:4][N:3]=1.[H][H]>[Pt].CN1CCOCC1>[OH:9][NH:8][C:7]1[C:2]([Cl:1])=[N:3][CH:4]=[CH:5][CH:6]=1. Reported procedure: A mixture of 18.3 g (115 mmol) of 2-chloro-3-nitropyridine and 300 ml of N-methylmorpholine was hydrogenated at room temperature and a hydrogen pressure of approximately 1.1 bar in the presence of 3 g of 5% platinum/charcoal (55.5% of water [Degussa]). After approximately 1.5 hours, the hydrogen uptake had ceased. The catalyst was removed by filtration through kieselguhr. The filtrate obtained was freed from solvent at approximately 45° C. under reduced pressure. Any remaining N-methylmorpholine... Reactants: Cl(=O)[O-].[Na+] (sodium chlorite), OP(=O)(O)[O-].[Na+] (sodium phosphate monobasic), Cl(=O)[O-].[Na+] (sodium chlorite), OP(=O)(O)[O-].[Na+] (sodium phosphate monobasic), C1(=CC=CC=C1)S(=O)(=O)CC1=CC=C(C(=C1C(=O)OC(C)(C)C)O)C1=C(OC=C1)C=O (tert-butyl 6-(benzenesulfonylmethyl)-3-(2-formylfuran-3-yl)-2-hydroxybenzoate), C1(=CC=CC=C1)S(=O)(=O)CC1=CC=C(C(=C1C(=O)OC(C)(C)C)O)C1=C(OC=C1)C=O (tert-butyl 6-(benzenesulfonylmethyl)-3-(2-formylfuran-3-yl)-2-hydroxybenzoate). Solvent: OO (Hydrogen peroxide), O (water), OO (hydrogen peroxide), O (water), C(C)#N (acetonitrile). Reaction conditions: time 18 hour. Product: C1(=CC=CC=C1)S(=O)(=O)CC1=C(C(=C(C=C1)C1=C(OC=C1)C(=O)O)O)C(=O)OC(C)(C)C (3-[4-(benzenesulfonylmethyl)-3-tert-butoxycarbonyl-2-hydroxy-phenyl]-furan-2-carboxylic acid). Isolated yield 25.7%. Reaction SMILES: OP([O-])(O)=O.[Na+].[C:7]1([S:13]([CH2:16][C:17]2[C:22]([C:23]([O:25][C:26]([CH3:29])([CH3:28])[CH3:27])=[O:24])=[C:21]([OH:30])[C:20]([C:31]3[CH:35]=[CH:34][O:33][C:32]=3[CH:36]=[O:37])=[CH:19][CH:18]=2)(=[O:15])=[O:14])[CH:12]=[CH:11][CH:10]=[CH:9][CH:8]=1.Cl([O-])=[O:39].[Na+]>O.C(#N)C.OO>[C:7]1([S:13]([CH2:16][C:17]2[CH:18]=[CH:19][C:20]([C:31]3[CH:35]=[CH:34][O:33][C:32]=3[C:36]([OH:39])=[O:37])=[C:21]([OH:30])[C:22]=2[C:23]([O:25][C:26]([CH3:29])([CH3:28])[CH3:27])=[O:24])(=[O:15])=[O:14])[CH:8]=[CH:9][CH:10]=[CH:11][CH:12]=1 |f:0.1,3.4|. Procedure details: A solution of sodium phosphate monobasic (0.039 g) in water (1 mL) was added to a solution of tert-butyl 6-(benzenesulfonylmethyl)-3-(2-formylfuran-3-yl)-2-hydroxybenzoate (Intermediate 27, 0.105 g) in acetonitrile (2 mL) at 0° C. Hydrogen peroxide (50% wt. in water, 0.078 mL) and sodium chlorite (0.029 g) were added and the reaction mixture was warmed to room temperature and stirred for 18 hours. The mixture was cooled to 0° C. and further sodium phosphate monobasic (0.028 g) in water (0.5 mL),... Starting materials: Cl (hydrogen chloride), ClC1=NN=C(C2=CC=CC=C12)N1CCC(CC1)N(C(OC(C)(C)C)=O)C (tert-butyl 1-(4-chlorophthalazin-1-yl)piperidin-4-yl(methyl)carbamate). Run in CO (methanol). Conditions: time 1 hour. Product: Cl.Cl.ClC1=NN=C(C2=CC=CC=C12)N1CCC(CC1)NC (1-(4-Chloroplithalazin-1-yl)-N-methylpiperidin-4-amine dihydrochloride). Isolated yield 199.6%. Reaction SMILES: [ClH:1].[Cl:2][C:3]1[C:12]2[C:7](=[CH:8][CH:9]=[CH:10][CH:11]=2)[C:6]([N:13]2[CH2:18][CH2:17][CH:16]([N:19](C)[C:20](=O)OC(C)(C)C)[CH2:15][CH2:14]2)=[N:5][N:4]=1>CO>[ClH:2].[ClH:1].[Cl:2][C:3]1[C:12]2[C:7](=[CH:8][CH:9]=[CH:10][CH:11]=2)[C:6]([N:13]2[CH2:14][CH2:15][CH:16]([NH:19][CH3:20])[CH2:17][CH2:18]2)=[N:5][N:4]=1 |f:3.4.5|. Procedure: Add hydrogen chloride (4.0 N in dioxane, 100 mL; 400 mmol) to a solution of tert-butyl 1-(4-chlorophthalazin-1-yl)piperidin-4-yl(methyl)carbamate (7.60 g; 100 equiv; 20.2 mmol) in methanol (100 mL). Stir at room temperature one hour. Remove the solvent under reduced pressure to obtain the title compound (7.05 g, 100%). ES/MS m/z 277.2 (M+1).